This data is from the Open Reaction Database (ORD), a public repository of structured organic reaction records. The task is: describe an organic reaction: reactants, conditions, products, and yield Reactants: Cl (hydrogen chloride), ClC1=NC=NC2=CC(=C(C=C12)OC)OCCN1CCOCC1 (4-chloro-6-methoxy-7-(2-morpholinoethoxy)quinazoline), BrC1=CC(=C(N)C=C1O)F (4-bromo-2-fluoro-5-hydroxyaniline). The product is ClC1=CC(=C(NC2=NC=NC3=CC(=C(C=C23)OC)OCCN2CCOCC2)C=C1O)F (4-(4-chloro-2-fluoro-5-hydroxyanilino)-6-methoxy-7-(2-morpholinoethoxy)quinazoline). Solvent: C(C)(C)O (isopropanol), CC(=O)C (acetone). As a reaction SMILES: [ClH:1].Cl[C:3]1[C:12]2[C:7](=[CH:8][C:9]([O:15][CH2:16][CH2:17][N:18]3[CH2:23][CH2:22][O:21][CH2:20][CH2:19]3)=[C:10]([O:13][CH3:14])[CH:11]=2)[N:6]=[CH:5][N:4]=1.Br[C:25]1[C:31]([OH:32])=[CH:30][C:28]([NH2:29])=[C:27]([F:33])[CH:26]=1>C(O)(C)C.CC(C)=O>[Cl:1][C:25]1[C:31]([OH:32])=[CH:30][C:28]([NH:29][C:3]2[C:12]3[C:7](=[CH:8][C:9]([O:15][CH2:16][CH2:17][N:18]4[CH2:23][CH2:22][O:21][CH2:20][CH2:19]4)=[C:10]([O:13][CH3:14])[CH:11]=3)[N:6]=[CH:5][N:4]=2)=[C:27]([F:33])[CH:26]=1. Yield: 20.6%. Procedure details: 1M Ethereal hydrogen chloride (0.72 ml, 0.72 mmol) was added to 4-chloro-6-methoxy-7-(2-morpholinoethoxy)quinazoline (210 mg, 0.65 mmol) and 4-chloro-2-fluoro-5-hydroxyaniline (115 mg, 0.71 mmol), (as described in EP 61741 A2), in isopropanol (5 ml) and the mixture heated at reflux for 2 hours and then allowed to cool. The mixture was diluted with acetone and the precipitated product collected by filtration. The impure product was dissolved in methylene chloride/ammonia (100/1) and methanol, the... The reactants are CO (methanol), C1(CCCCC1)C1=NN(C=2N=C(NC(C21)=O)C2=C(C=C(C=C2)N(S(=O)(=O)C)S(=O)(=O)C)OC)C (N-[4-(3-cyclohexyl-1-methyl-4-oxo-4,5-dihydro-1H-pyrazolo[3,4-d]pyrimidin-6-yl)-3-methoxyphenyl]-N-(methylsulfonyl)methanesulfonamide), aqueous solution, [OH-].[Na+] (sodium hydroxide). Run in O (water). Reaction conditions: time 3 hour. The product is C1(CCCCC1)C1=NN(C=2N=C(NC(C21)=O)C2=C(C=C(C=C2)NS(=O)(=O)C)OC)C (N-[4-(3-cyclohexyl-1-methyl-4-oxo-4,5-dihydro-1H-pyrazolo[3,4-d]pyrimidin-6-yl)-3-methoxyphenyl]methanesulfonamide). Yield: 22.4%. RXN SMILES: CO.[CH:3]1([C:9]2[C:17]3[C:16](=[O:18])[NH:15][C:14]([C:19]4[CH:24]=[CH:23][C:22]([N:25](S(C)(=O)=O)[S:26]([CH3:29])(=[O:28])=[O:27])=[CH:21][C:20]=4[O:34][CH3:35])=[N:13][C:12]=3[N:11]([CH3:36])[N:10]=2)[CH2:8][CH2:7][CH2:6][CH2:5][CH2:4]1.[OH-].[Na+]>O>[CH:3]1([C:9]2[C:17]3[C:16](=[O:18])[NH:15][C:14]([C:19]4[CH:24]=[CH:23][C:22]([NH:25][S:26]([CH3:29])(=[O:27])=[O:28])=[CH:21][C:20]=4[O:34][CH3:35])=[N:13][C:12]=3[N:11]([CH3:36])[N:10]=2)[CH2:4][CH2:5][CH2:6][CH2:7][CH2:8]1 |f:2.3|. Procedure details: To a 2 ml methanol solution of 100 mg (0.20 mg) of the compound obtained in Example 141, 1 ml of a 1M aqueous solution of sodium hydroxide was added, and the mixture was stirred at room temperature for 3 hours. Then, the reaction mixture was diluted with water, and the dilution was washed with dichloromethane. The aqueous layer was acidified with a 2M aqueous solution of hydrochloric acid, and precipitated solids were collected by filtration, followed by drying and recrystallization to obtain 19... Reactants: CC1=C(C=CC(=C1)C)N1C=NC=C1C(=O)OCC (ethyl 1-(2,4-dimethylphenyl)-1H-imidazole-5-carboxylate), BrN1C(CCC1=O)=O (N-bromosuccinimide). The solvent is O (water), CN(C)C=O (DMF). Reaction conditions: temperature 75 celsius. Yields the product BrC=1N=CN(C1C(=O)OCC)C1=C(C=C(C=C1)C)C (Ethyl 4-bromo-1-(2,4-dimethylphenyl)-1H-imidazole-5-carboxylate). Isolated yield 27.8%. Reaction SMILES: [CH3:1][C:2]1[CH:7]=[C:6]([CH3:8])[CH:5]=[CH:4][C:3]=1[N:9]1[C:13]([C:14]([O:16][CH2:17][CH3:18])=[O:15])=[CH:12][N:11]=[CH:10]1.[Br:19]N1C(=O)CCC1=O>CN(C=O)C.O>[Br:19][C:12]1[N:11]=[CH:10][N:9]([C:3]2[CH:4]=[CH:5][C:6]([CH3:8])=[CH:7][C:2]=2[CH3:1])[C:13]=1[C:14]([O:16][CH2:17][CH3:18])=[O:15]. Procedure details: To 5.0 g (21 mmol) of ethyl 1-(2,4-dimethylphenyl)-1H-imidazole-5-carboxylate in 40 mL of DMF was added 7.3 g (41 mmol) of N-bromosuccinimide and the resulting solution was heated to 75° C. for 75 min. The reaction was cooled to room temperature, diluted with 400 mL of water and extracted with ethyl acetate. The combined extracts were washed with water and brine, dried over sodium sulfate, filtered and the resulting filtrate was concentrated to an oil. The oil was purified by flash chromatograph... The reactants are O=C(Cl)c1ccccc1, Cl, CC(=O)NCCC1CCc2ccc(N)c(O)c21, O, c1ccncc1. The product is CC(=O)NCCC1CCc2ccc(NC(=O)c3ccccc3)c(O)c21. Reaction SMILES: [C:19]([c:20]1[cH:21][cH:22][cH:23][cH:24][cH:25]1)(=[O:26])[Cl:27].[ClH:1].[NH2:2][c:3]1[cH:4][cH:5][c:6]2[c:10]([c:11]1[OH:12])[CH:9]([CH2:13][CH2:14][NH:15][C:16]([CH3:17])=[O:18])[CH2:8][CH2:7]2.[OH2:28].[cH:29]1[cH:30][cH:31][n:32][cH:33][cH:34]1>>[NH:2]([c:3]1[cH:4][cH:5][c:6]2[c:10]([c:11]1[OH:12])[CH:9]([CH2:13][CH2:14][NH:15][C:16]([CH3:17])=[O:18])[CH2:8][CH2:7]2)[C:19]([c:20]1[cH:21][cH:22][cH:23][cH:24][cH:25]1)=[O:26]. Starting materials: c1n(nnc1C)C, c1(cc(c2c(c1Cl)C(N(CC2)Cc1c(cc(nc1OCc1ccccc1)C)C)=O)Br)I. Reagents/catalysts: c1ccc(cc1)-c2c3ccccc3cc4ccccc24 (9-Phenylanthracene), [Pd].P(c1ccccc1)(c1ccccc1)c1ccccc1.P(c1ccccc1)(c1ccccc1)c1ccccc1.P(c1ccccc1)(c1ccccc1)c1ccccc1.P(c1ccccc1)(c1ccccc1)c1ccccc1 (Pd(P(Ph)3)4)). The solvent is C1CCOC1 (THF). Conditions: temperature 80 celsius, time 18 hour. Yields the product Cc1cc(C)c(CN2CCc3c(Br)cc(c(Cl)c3C2=O)c4c(C)nnn4C)c(OCc5ccccc5)n1. Reaction SMILES: [CH3:1][c:2]1[n:30][c:21]([O:22][CH2:23][c:24]2[cH:29][cH:28][cH:27][cH:26][cH:25]2)[c:6]([CH2:7][N:8]3[C:19](=[O:20])[c:18]([c:11]4[CH2:10][CH2:9]3)[c:16]([Cl:17])[c:15](I)[cH:14][c:12]4[Br:13])[c:4]([CH3:5])[cH:3]1.[CH3:31][c:32]1[n:37][n:36][n:34]([CH3:35])[cH:33]1>>[CH3:1][c:2]1[n:30][c:21]([O:22][CH2:23][c:24]2[cH:29][cH:28][cH:27][cH:26][cH:25]2)[c:6]([CH2:7][N:8]3[C:19](=[O:20])[c:18]([c:11]4[CH2:10][CH2:9]3)[c:16]([Cl:17])[c:15]([c:33]5[n:34]([CH3:35])[n:36][n:37][c:32]5[CH3:31])[cH:14][c:12]4[Br:13])[c:4]([CH3:5])[cH:3]1. Starting materials: O=C([O-])[O-], C#CCCl, CS(C)=O, [K+], [K+], Sc1ccncc1. Product: C#CCSc1ccncc1. Reaction SMILES: [C:8](=[O:9])([O-:10])[O-:11].[CH2:14]([C:15]#[CH:16])[Cl:17].[CH3:18][S:19](=[O:20])[CH3:21].[K+:12].[K+:13].[SH:1][c:2]1[cH:3][cH:4][n:5][cH:6][cH:7]1>>[S:1]([c:2]1[cH:3][cH:4][n:5][cH:6][cH:7]1)[CH2:16][C:15]#[CH:14].